Dataset: the Open Reaction Database (ORD), a public repository of structured organic reaction records. Task: describe an organic reaction: reactants, conditions, products, and yield Starting materials: O=C([O-])[O-], Cc1cnccc1N, CC1(C)Cc2nc(-c3cc(Cl)ccc3F)nc(I)c2C1, [Cs+], [Cs+], CC(=O)[O-], CC(=O)[O-], C1COCCO1, [Pd+2]. Yields the product Cc1cnccc1Nc1nc(-c2cc(Cl)ccc2F)nc2c1CC(C)(C)C2. As a reaction SMILES: [C:29](=[O:30])([O-:31])[O-:32].[CH3:21][c:22]1[cH:23][n:24][cH:25][cH:26][c:27]1[NH2:28].[Cl:1][c:2]1[cH:3][cH:4][c:5]([F:20])[c:6](-[c:8]2[n:9][c:10]3[c:11]([c:12]([I:14])[n:13]2)[CH2:15][C:16]([CH3:18])([CH3:19])[CH2:17]3)[cH:7]1.[Cs+:33].[Cs+:34].[O-:42][C:43]([CH3:44])=[O:45].[O-:46][C:47]([CH3:48])=[O:49].[O:35]1[CH2:36][CH2:37][O:38][CH2:39][CH2:40]1.[Pd+2:41]>>[Cl:1][c:2]1[cH:3][cH:4][c:5]([F:20])[c:6](-[c:8]2[n:9][c:10]3[c:11]([c:12]([NH:28][c:27]4[c:22]([CH3:21])[cH:23][n:24][cH:25][cH:26]4)[n:13]2)[CH2:15][C:16]([CH3:18])([CH3:19])[CH2:17]3)[cH:7]1. The reactants are CCc1nc2c(cnn2CC)c(NC2CCOCC2)c1CNC(=O)c1ccc(C=O)cc1, NCC(O)c1ccc(O)c2[nH]c(=O)ccc12. Yields the product CCc1nc2c(cnn2CC)c(NC2CCOCC2)c1CNC(=O)c1ccc(CNCC(O)c2ccc(O)c3[nH]c(=O)ccc23)cc1. RXN SMILES: [CH2:17]([CH3:18])[n:19]1[n:20][cH:21][c:22]2[c:23]1[n:24][c:25]([CH2:47][CH3:48])[c:26]([CH2:35][NH:36][C:37]([c:38]1[cH:39][cH:40][c:41]([CH:44]=[O:45])[cH:42][cH:43]1)=[O:46])[c:27]2[NH:28][CH:29]1[CH2:30][CH2:31][O:32][CH2:33][CH2:34]1.[NH2:1][CH2:2][CH:3]([OH:4])[c:5]1[c:6]2[cH:7][cH:8][c:9](=[O:16])[nH:10][c:11]2[c:12]([OH:15])[cH:13][cH:14]1>>[NH:1]([CH2:2][CH:3]([OH:4])[c:5]1[c:6]2[cH:7][cH:8][c:9](=[O:16])[nH:10][c:11]2[c:12]([OH:15])[cH:13][cH:14]1)[CH2:44][c:41]1[cH:40][cH:39][c:38]([C:37]([NH:36][CH2:35][c:26]2[c:25]([CH2:47][CH3:48])[n:24][c:23]3[n:19]([CH2:17][CH3:18])[n:20][cH:21][c:22]3[c:27]2[NH:28][CH:29]2[CH2:30][CH2:31][O:32][CH2:33][CH2:34]2)=[O:46])[cH:43][cH:42]1. The reactants are COC([C@H](CC1=CC=C(C=C1)Br)NC(=O)OC(C)(C)C)=O ((S)-3-(4-Bromo-phenyl)-2-tert-butoxycarbonylamino-propionic acid methyl ester), C(#N)C1=CC=C(C=C1)B(O)O (4-cyanobenzeneboronic acid), C(=O)([O-])[O-].[Na+].[Na+] (Na2CO3). The reagents and catalysts are C=1C=CC(=CC1)[P](C=2C=CC=CC2)(C=3C=CC=CC3)[Pd]([P](C=4C=CC=CC4)(C=5C=CC=CC5)C=6C=CC=CC6)([P](C=7C=CC=CC7)(C=8C=CC=CC8)C=9C=CC=CC9)[P](C=1C=CC=CC1)(C=1C=CC=CC1)C=1C=CC=CC1 (Pd(PPh3)4). Solvent: C1(=CC=CC=C1)C (toluene). The product is COC([C@H](CC1=CC=C(C=C1)C1=CC=C(C=C1)C#N)NC(=O)OC(C)(C)C)=O ((S)-2-tert-Butoxycarbonylamino-3-(4′-cyano-biphenyl-4-yl)-propionic acid methyl ester). Yield: 68.2%. RXN SMILES: [CH3:1][O:2][C:3](=[O:21])[C@@H:4]([NH:13][C:14]([O:16][C:17]([CH3:20])([CH3:19])[CH3:18])=[O:15])[CH2:5][C:6]1[CH:11]=[CH:10][C:9](Br)=[CH:8][CH:7]=1.[C:22]([C:24]1[CH:29]=[CH:28][C:27](B(O)O)=[CH:26][CH:25]=1)#[N:23].C([O-])([O-])=O.[Na+].[Na+]>C1(C)C=CC=CC=1.C1C=CC([P]([Pd]([P](C2C=CC=CC=2)(C2C=CC=CC=2)C2C=CC=CC=2)([P](C2C=CC=CC=2)(C2C=CC=CC=2)C2C=CC=CC=2)[P](C2C=CC=CC=2)(C2C=CC=CC=2)C2C=CC=CC=2)(C2C=CC=CC=2)C2C=CC=CC=2)=CC=1>[CH3:1][O:2][C:3](=[O:21])[C@@H:4]([NH:13][C:14]([O:16][C:17]([CH3:20])([CH3:19])[CH3:18])=[O:15])[CH2:5][C:6]1[CH:11]=[CH:10][C:9]([C:27]2[CH:28]=[CH:29][C:24]([C:22]#[N:23])=[CH:25][CH:26]=2)=[CH:8][CH:7]=1 |f:2.3.4,^1:49,51,70,89|. Reported procedure: Suzuki coupling: To a solution of (S)-3-(4-Bromo-phenyl)-2-tert-butoxycarbonylamino-propionic acid methyl ester (70.1 mmol) in toluene (250 mL) was added 4-cyanobenzeneboronic acid (105 mmol), Pd(PPh3)4 (3.5 mmol), and 1N Na2CO3 solution (105 mL). The mixture was heated at reflux for 7 h. After completion of the reaction, the aqueous layer was drained. The organic was washed with 10% Na2CO3 and 1 N HCl. The organic was dried over sodium sulfate and concentrated under reduced pressure to afford t... The reactants are CC(=O)OCC1=C(N2[C@@H]([C@@H](C2=O)N)SC1)C(=O)O (7-ACA), P(=O)(OP(=O)(Cl)Cl)(Cl)Cl (diphosphoryl tetrachloride), O (water), SC1=NN=C(S1)SCC(=O)N1CCOCC1 (5-mercapto-2-morpholinocarbonylmethylthio-1,3,4-thiadiazole). Run in C(C)#N (acetonitrile). Run at temperature 0 celsius, time 10 minute. The product is NC1[C@@H]2N(C(=C(CS2)CSC2=NN=C(S2)SCC(=O)N2CCOCC2)C(=O)O)C1=O (7-amino-3-(2-morpholinocarbonylmethylthio-1,3,4-thiadiazol-5-yl)thiomethyl-3-cephem-4-carboxylic acid). Yield: 90.0%. Reaction SMILES: CC(O[CH2:5][C:6]1[CH2:15][S:14][C@@H:9]2[C@H:10]([NH2:13])[C:11](=[O:12])[N:8]2[C:7]=1[C:16]([OH:18])=[O:17])=O.O.[SH:20][C:21]1[S:25][C:24]([S:26][CH2:27][C:28]([N:30]2[CH2:35][CH2:34][O:33][CH2:32][CH2:31]2)=[O:29])=[N:23][N:22]=1.P(Cl)(Cl)(OP(Cl)(Cl)=O)=O>C(#N)C>[NH2:13][CH:10]1[C:11](=[O:12])[N:8]2[C:7]([C:16]([OH:18])=[O:17])=[C:6]([CH2:5][S:20][C:21]3[S:25][C:24]([S:26][CH2:27][C:28]([N:30]4[CH2:31][CH2:32][O:33][CH2:34][CH2:35]4)=[O:29])=[N:23][N:22]=3)[CH2:15][S:14][C@H:9]12. Reported procedure: Mixed were 0.68 g of 7-ACA, 0.18 g of water and 0.90 g of 5-mercapto-2-morpholinocarbonylmethylthio-1,3,4-thiadiazole, and 4.0 ml of acetonitrile was added to the mixture, 2.52 g of diphosphoryl tetrachloride was added to the mixture under stirring in a dry ice/acetone bath at -20° to -40° C. over a period of about 10 minutes, and the cooling bath was removed. After the temperature was allowed to increase at 0° C., the reaction solution was stirred in a warm water bath at 40° C. for 20 minutes, ... Reactants: C([O-])(O)=O.[Na+] (sodium bicarbonate), Cl.C(C)(C)OC(N[C@H]1CC2=C(N(C=3C=CC(=CC23)C#N)C[C@H]2NCC[C@H]2O)C1)=O ([(S)-7-cyano-4-((2R,3R)-3-hydroxy-pyrrolidin-2-ylmethyl)-1,2,3,4-tetrahydro-cyclopenta[b]indol-2-yl]-carbamic acid isopropyl ester hydrochloride salt), C=O (formaldehyde), C(C)(=O)O[BH-](OC(C)=O)OC(C)=O.[Na+] (sodium triacetoxyborohydride). Solvent: C(C)#N (acetonitrile), CO (methanol), C(C)(=O)OCC (ethyl acetate). Reaction conditions: time 8 hour. The product is C(C)(C)OC(N[C@H]1CC2=C(N(C=3C=CC(=CC23)C#N)C[C@H]2N(CC[C@H]2O)C)C1)=O ([(S)-7-Cyano-4-((2R,3R)-3-hydroxy-1-methyl-pyrrolidin-2-ylmethyl)-1,2,3,4-tetrahydro-cyclopenta[b]indol-2-yl]-carbamic acid isopropyl ester). Isolated yield 55.6%. Reaction SMILES: Cl.[CH:2]([O:5][C:6](=[O:29])[NH:7][C@@H:8]1[CH2:28][C:11]2[N:12]([CH2:21][C@@H:22]3[C@H:26]([OH:27])[CH2:25][CH2:24][NH:23]3)[C:13]3[CH:14]=[CH:15][C:16]([C:19]#[N:20])=[CH:17][C:18]=3[C:10]=2[CH2:9]1)([CH3:4])[CH3:3].C=O.[C:32](O[BH-](OC(=O)C)OC(=O)C)(=O)C.[Na+].C(=O)(O)[O-].[Na+]>C(#N)C.C(OCC)(=O)C.CO>[CH:2]([O:5][C:6](=[O:29])[NH:7][C@@H:8]1[CH2:28][C:11]2[N:12]([CH2:21][C@@H:22]3[C@H:26]([OH:27])[CH2:25][CH2:24][N:23]3[CH3:32])[C:13]3[CH:14]=[CH:15][C:16]([C:19]#[N:20])=[CH:17][C:18]=3[C:10]=2[CH2:9]1)([CH3:4])[CH3:3] |f:0.1,3.4,5.6|. Procedure: A solution of [(S)-7-cyano-4-((2R,3R)-3-hydroxy-pyrrolidin-2-ylmethyl)-1,2,3,4-tetrahydro-cyclopenta[b]indol-2-yl]-carbamic acid isopropyl ester hydrochloride salt (380 mg, 907.1 μmol) in acetonitrile (50 mL) is treated with methanol (5 mL) until most of the solid is dissolved and then treated with formaldehyde (136.3 μL, 1.81 mmol) and sodium triacetoxyborohydride (400.5 mg, 1.81 mmol). The reaction is stirred at room temperature overnight. Saturated aqueous sodium bicarbonate solution (50 mL) ...